Dataset: the Open Reaction Database (ORD), a public repository of structured organic reaction records. Task: describe an organic reaction: reactants, conditions, products, and yield Starting materials: C(C)(C)(C)OC(=O)N1CCC(CC1)(C1=CC2=C(C=3N=C(SC3CCO2)C=2N(N=CN2)C(C)C)C=C1)O (4-hydroxy-4-[2-(2-isopropyl-2H-[1,2,4]triazol-3-yl)-4,5-dihydro-6-oxa-3-thia-1-aza-benzo[e]azulen-8-yl]-piperidine-1-carboxylic acid tert-butyl ester), CCN(CC)S(F)(F)F (DAST). The solvent is C(Cl)Cl (DCM), C(Cl)Cl (DCM). Conditions: temperature -78 celsius, time 30 minute. Yields the product C(C)(C)(C)OC(=O)N1CCC(CC1)(C1=CC2=C(C=3N=C(SC3CCO2)C=2N(N=CN2)C(C)C)C=C1)F (4-Fluoro-4-[2-(2-isopropyl-2H-[1,2,4]triazol-3-yl)-4,5-dihydro-6-oxa-3-thia-1-aza-benzo[e]azulen-8-yl]-piperidine-1-carboxylic acid tert-butyl ester). Isolated yield 56.0%. RXN SMILES: [C:1]([O:5][C:6]([N:8]1[CH2:13][CH2:12][C:11](O)([C:14]2[CH:35]=[CH:34][C:17]3[C:18]4[N:19]=[C:20]([C:26]5[N:27]([CH:31]([CH3:33])[CH3:32])[N:28]=[CH:29][N:30]=5)[S:21][C:22]=4[CH2:23][CH2:24][O:25][C:16]=3[CH:15]=2)[CH2:10][CH2:9]1)=[O:7])([CH3:4])([CH3:3])[CH3:2].CCN(S(F)(F)[F:43])CC>C(Cl)Cl>[C:1]([O:5][C:6]([N:8]1[CH2:13][CH2:12][C:11]([F:43])([C:14]2[CH:35]=[CH:34][C:17]3[C:18]4[N:19]=[C:20]([C:26]5[N:27]([CH:31]([CH3:33])[CH3:32])[N:28]=[CH:29][N:30]=5)[S:21][C:22]=4[CH2:23][CH2:24][O:25][C:16]=3[CH:15]=2)[CH2:10][CH2:9]1)=[O:7])([CH3:4])([CH3:3])[CH3:2]. Procedure details: To a solution of 4-hydroxy-4-[2-(2-isopropyl-2H-[1,2,4]triazol-3-yl)-4,5-dihydro-6-oxa-3-thia-1-aza-benzo[e]azulen-8-yl]-piperidine-1-carboxylic acid tert-butyl ester, from Example 511, (80 mg, 0.16 mmol) in DCM (8 mL) at −78° C. was added DAST (200 μL, 1.52 mmol). The reaction mixture was stirred at −78° C. for 30 min then allowed to warm to RT and stirred for 16 h. The reaction mixture was stirred at RT for 16 h then diluted with DCM (20 mL) and washed with saturated aqueous sodium bicarbonate... The reactants are NC1=CC=CC=C1 (aniline), ice water, C([O-])(O)=O.[Na+] (sodium bicarbonate), ClC=1SC(=C(N1)Cl)[N+](=O)[O-] (2,4-dichloro-5-nitrothiazole). The solvent is C(C)#N (acetonitrile), C(C)#N (acetonitrile). Reaction conditions: time 4 hour. Product: N(C1=CC=CC=C1)C=1SC(=C(N1)Cl)[N+](=O)[O-] (2-anilino-4-chloro-5-nitrothiazole). Isolated yield 94.3%. RXN SMILES: C(=O)(O)[O-].[Na+].Cl[C:7]1[S:8][C:9]([N+:13]([O-:15])=[O:14])=[C:10]([Cl:12])[N:11]=1.[NH2:16][C:17]1[CH:22]=[CH:21][CH:20]=[CH:19][CH:18]=1>C(#N)C>[NH:16]([C:7]1[S:8][C:9]([N+:13]([O-:15])=[O:14])=[C:10]([Cl:12])[N:11]=1)[C:17]1[CH:22]=[CH:21][CH:20]=[CH:19][CH:18]=1 |f:0.1|. Reported procedure: 252 g (3.0 mols) of sodium bicarbonate are added to a solution of 360 g (1.8 mols) of 2,4-dichloro-5-nitrothiazole in 1.5 l of acetonitrile. A mixture of 139.5 g (1.5 mols) of aniline and 1,500 ml of acetonitrile is then added dropwise at -10° C. to -15° C. in the course of about 4.5 hours and the mixture is subsequently stirred at the same temperature for a further 4 hours. It is then stirred into 15 l of ice-water and the precipitate is filtered off, washed with water and dried. To remove exce... Reactants: C(C)(C)(C)C1=CN(/C(/S1)=N/C(C1=C(C=CC(=C1)C(F)(F)F)F)=O)C[C@@H]1OCCC1 (N-[(2Z)-5-tert-butyl-3-[(2R)-tetrahydro furan-2-ylmethyl]-1,3-thiazol-2(3H)-ylidene]-2-fluoro-5-(trifluoromethyl)benzamide), N(N)C(=O)OC(C)(C)C (tert-butyl hydrazinecarboxylate), C([O-])([O-])=O.[K+].[K+] (potassium carbonate). Run in O1CCOCC1 (dioxane). The product is C(C)(C)(C)C1=CN(/C(/S1)=N/C(=O)C1=C(C=CC(=C1)C(F)(F)F)NNC(=O)OC(C)(C)C)C[C@@H]1OCCC1 (tert-butyl 2-[2-({[(2Z)-5-tert-butyl-3-[(2R)-tetrahydrofuran-2-ylmethyl]-1,3-thiazol-2(3H)-ylidene]amino}carbonyl)-4-(trifluoromethyl)phenyl]hydrazinecarboxylate). Isolated yield 15.7%. RXN SMILES: [C:1]([C:5]1[S:9]/[C:8](=[N:10]\[C:11](=[O:23])[C:12]2[CH:17]=[C:16]([C:18]([F:21])([F:20])[F:19])[CH:15]=[CH:14][C:13]=2F)/[N:7]([CH2:24][C@H:25]2[CH2:29][CH2:28][CH2:27][O:26]2)[CH:6]=1)([CH3:4])([CH3:3])[CH3:2].[NH:30]([C:32]([O:34][C:35]([CH3:38])([CH3:37])[CH3:36])=[O:33])[NH2:31].C(=O)([O-])[O-].[K+].[K+]>O1CCOCC1>[C:1]([C:5]1[S:9]/[C:8](=[N:10]\[C:11]([C:12]2[CH:17]=[C:16]([C:18]([F:20])([F:21])[F:19])[CH:15]=[CH:14][C:13]=2[NH:31][NH:30][C:32]([O:34][C:35]([CH3:38])([CH3:37])[CH3:36])=[O:33])=[O:23])/[N:7]([CH2:24][C@H:25]2[CH2:29][CH2:28][CH2:27][O:26]2)[CH:6]=1)([CH3:3])([CH3:4])[CH3:2] |f:2.3.4|. Procedure details: A mixture of Example 1A (203 mg, 0.47 mmol), tert-butyl hydrazinecarboxylate (187 mg, 1.42 mmol) and potassium carbonate (196 mg, 1.42 mmol) in dioxane (15 mL) was warmed to reflux for 24 hours. The mixture was concentrated under reduced pressure and extracted with ethyl acetate. The acetate extract was washed with water, brine, dried with MgSO4 and concentrated under reduced pressure. The residue was purified by chromatography (SiO2) to afford 40 mg of the title compound. 1H NMR (300 MHz, DMSO-... Starting materials: [Cl-], ClCCl, [NH4+], O=S(Cl)Cl, c1ccncc1, O=C1Nc2ccc(Cl)cc2C1(O)c1nc2ccccc2s1. The product is O=C1Nc2ccc(Cl)cc2C1(Cl)c1nc2ccccc2s1. Reaction SMILES: [Cl-:32].[Cl:34][CH2:35][Cl:36].[NH4+:33].[S:7]([Cl:8])([Cl:9])=[O:10].[cH:1]1[cH:2][cH:3][n:4][cH:5][cH:6]1.[s:11]1[c:12]([C:20]2([OH:31])[C:21](=[O:30])[NH:22][c:23]3[cH:24][cH:25][c:26]([Cl:29])[cH:27][c:28]32)[n:13][c:14]2[c:15]1[cH:16][cH:17][cH:18][cH:19]2>>[s:11]1[c:12]([C:20]2([Cl:32])[C:21](=[O:30])[NH:22][c:23]3[cH:24][cH:25][c:26]([Cl:29])[cH:27][c:28]32)[n:13][c:14]2[c:15]1[cH:16][cH:17][cH:18][cH:19]2. Starting materials: FC(C(=O)NC1=CC=C(C=C1)CC1CCN(CC1)S(=O)(=O)C1=CC=CC=C1)(F)F (2,2,2-trifluoro-N-[4-(1-benzenesulfonylpiperidin-4-ylmethyl)-phenyl]acetamide), [OH-].[Li+] (lithium hydroxide). The solvent is CO (methanol), O (water). Conditions: time 48 hour. Yields the product C1(=CC=CC=C1)S(=O)(=O)N1CCC(CC1)CC1=CC=C(C=C1)N (4-(1-benzenesulfonylpiperidin-4-ylmethyl)-phenylamine). Yield: 83.2%. Reaction SMILES: FC(F)(F)C([NH:5][C:6]1[CH:11]=[CH:10][C:9]([CH2:12][CH:13]2[CH2:18][CH2:17][N:16]([S:19]([C:22]3[CH:27]=[CH:26][CH:25]=[CH:24][CH:23]=3)(=[O:21])=[O:20])[CH2:15][CH2:14]2)=[CH:8][CH:7]=1)=O.[OH-].[Li+]>CO.O>[C:22]1([S:19]([N:16]2[CH2:17][CH2:18][CH:13]([CH2:12][C:9]3[CH:8]=[CH:7][C:6]([NH2:5])=[CH:11][CH:10]=3)[CH2:14][CH2:15]2)(=[O:20])=[O:21])[CH:27]=[CH:26][CH:25]=[CH:24][CH:23]=1 |f:1.2|. Reported procedure: A mixture of 2,2,2-trifluoro-N-[4-(1-benzenesulfonylpiperidin-4-ylmethyl)-phenyl]acetamide (0.45 g) and lithium hydroxide (0.23 g) in methanol (10 mL) and water (1 mL) was stirred for about 48 hours. The reaction mixture was concentrated in vacuo, diluted with cold water, and extracted with dichloromethane. The organic layer was washed with cold water and brine, dried, and solvents removed in vacuo. The residue was crystallized from ethyl acetate/hexanes to give 4-(1-benzenesulfonylpiperidin-4-y... Procedure: A mixture of 8-benzyl-6,7,8,9-tetrahydropyrazino[2,3-f][1,4]oxazepin-3-amine (100 mg), 2,5-hexanedione (50 μL), acetic acid (164 μL) and toluene (3 mL) was stirred at 80° C. for 24 hr. The mixture was diluted with ethyl acetate at room temperature, and the organic layer was washed with water and saturated brine, dried over magnesium sulfate, and concentrated. The residue was purified by silica gel column chromatography (solvent gradient: 10-*100% ethyl acetate/hexane) to give the title compound ... Conditions: temperature 80 celsius, time 24 hour. Isolated yield 46.0%. The reactants are C(C1=CC=CC=C1)N1CCOC2=C(C1)N=CC(=N2)N (8-benzyl-6,7,8,9-tetrahydropyrazino[2,3-f][1,4]oxazepin-3-amine), CC(CCC(C)=O)=O (2,5-hexanedione), C(C)(=O)O (acetic acid), C1(=CC=CC=C1)C (toluene). As a reaction SMILES: [CH2:1]([N:8]1[CH2:14][C:13]2[N:15]=[CH:16][C:17]([NH2:19])=[N:18][C:12]=2[O:11][CH2:10][CH2:9]1)[C:2]1[CH:7]=[CH:6][CH:5]=[CH:4][CH:3]=1.[CH3:20][C:21](=O)[CH2:22][CH2:23][C:24](=O)[CH3:25].C(O)(=O)C.C1(C)C=CC=CC=1>C(OCC)(=O)C>[CH2:1]([N:8]1[CH2:14][C:13]2[N:15]=[CH:16][C:17]([N:19]3[C:24]([CH3:25])=[CH:23][CH:22]=[C:21]3[CH3:20])=[N:18][C:12]=2[O:11][CH2:10][CH2:9]1)[C:2]1[CH:3]=[CH:4][CH:5]=[CH:6][CH:7]=1. Run in C(C)(=O)OCC (ethyl acetate). The product is C(C1=CC=CC=C1)N1CCOC2=C(C1)N=CC(=N2)N2C(=CC=C2C)C (8-benzyl-3-(2,5-dimethyl-1H-pyrrol-1-yl)-6,7,8,9-tetrahydropyrazino[2,3-f][1,4]oxazepine). The reactants are C(C)[SiH](CC)CC (triethylsilane), C(C1=CC=CC=C1)OC1=C(C=CC=C1)C(O)C1=CC=C(C=C1)Br ((2-benzyloxyphenyl)-(4-bromophenyl)methanol), C([O-])([O-])=O.[K+].[K+] (potassium carbonate). The solvent is C(C)#N (acetonitrile). Conditions: time 0.5 hour. Yields the product C(C1=CC=CC=C1)OC1=C(C=CC=C1)CC1=CC=C(C=C1)Br (1-Benzyloxy-2-(4-bromobenzyl)benzene). Yield: 77.1%. Reaction SMILES: C([SiH](CC)CC)C.[CH2:8]([O:15][C:16]1[CH:21]=[CH:20][CH:19]=[CH:18][C:17]=1[CH:22]([C:24]1[CH:29]=[CH:28][C:27]([Br:30])=[CH:26][CH:25]=1)O)[C:9]1[CH:14]=[CH:13][CH:12]=[CH:11][CH:10]=1.C(=O)([O-])[O-].[K+].[K+]>C(#N)C>[CH2:8]([O:15][C:16]1[CH:21]=[CH:20][CH:19]=[CH:18][C:17]=1[CH2:22][C:24]1[CH:29]=[CH:28][C:27]([Br:30])=[CH:26][CH:25]=1)[C:9]1[CH:10]=[CH:11][CH:12]=[CH:13][CH:14]=1 |f:2.3.4|. Procedure: In a nitrogen stream, triethylsilane (1.84 mL, 11.55 mmol) and a boron trifluoride-diethylether complex (1.33 mL, 10.5 mmol) were added to a solution of (2-benzyloxyphenyl)-(4-bromophenyl)methanol (3.88 g, 10.5 mmol) in acetonitrile (19.5 mL) at −40° C. and the mixture was stirred at the same temperature for 0.5 hour. A saturated potassium carbonate aqueous solution was added to the reaction mixture and the mixture was extracted with ethyl acetate. The organic layer was washed with a saturated s... Starting materials: CCCC[N+](CCCC)(CCCC)CCCC, CCOC(C)=O, CSCn1c(CC(F)(F)F)nc2cc(Cl)c(Cl)cc21, [Na+], O=C([O-])O, O, O=S(=O)([O-])O. Product: CS(=O)(=O)Cn1c(CC(F)(F)F)nc2cc(Cl)c(Cl)cc21. Reaction SMILES: [CH2:31]([N+:32]([CH2:33][CH2:34][CH2:35][CH3:36])([CH2:37][CH2:38][CH2:39][CH3:40])[CH2:41][CH2:42][CH2:43][CH3:44])[CH2:45][CH2:46][CH3:47].[CH3:48][CH2:49][O:50][C:51]([CH3:52])=[O:53].[Cl:6][c:7]1[cH:8][c:9]2[c:10]([n:11]([CH2:19][S:20][CH3:21])[c:12]([CH2:14][C:15]([F:16])([F:17])[F:18])[n:13]2)[cH:22][c:23]1[Cl:24].[Na+:5].[O-:1][C:2]([OH:3])=[O:4].[OH2:25].[S:26]([O-:27])([OH:28])(=[O:29])=[O:30]>>[O:1]=[S:20]([CH2:19][n:11]1[c:10]2[c:9]([cH:8][c:7]([Cl:6])[c:23]([Cl:24])[cH:22]2)[n:13][c:12]1[CH2:14][C:15]([F:16])([F:17])[F:18])([CH3:21])=[O:25].